From a dataset of the Open Reaction Database (ORD), a public repository of structured organic reaction records. describe an organic reaction: reactants, conditions, products, and yield Starting materials: C=CCCCCCBr, CCOCC, ClC(Cl)Cl, O=C(OO)c1cccc(Cl)c1, [Na+], [Na+], O=S([O-])([O-])=S. Product: BrCCCCCC1CO1. RXN SMILES: [Br:1][CH2:2][CH2:3][CH2:4][CH2:5][CH2:6][CH:7]=[CH2:8].[CH3:20][CH2:21][O:22][CH2:23][CH3:24].[CH:32]([Cl:33])([Cl:34])[Cl:35].[Cl:9][c:10]1[cH:11][cH:12][cH:13][c:14]([C:15]([O:16][OH:18])=[O:17])[cH:19]1.[Na+:30].[Na+:31].[S:25]([O-:26])([O-:27])(=[O:28])=[S:29]>>[Br:1][CH2:2][CH2:3][CH2:4][CH2:5][CH2:6][CH:7]1[CH2:8][O:17]1. Starting materials: CC(C)(C)OC(=O)OC(C)(C)C, C1CCOC1, Oc1ccccc1N1CCNCC1. Product: CC(C)(C)OC(=O)N1CCN(c2ccccc2O)CC1. As a reaction SMILES: [C:14]([CH3:15])([CH3:16])([CH3:17])[O:18][C:19]([O:20][C:22]([CH3:23])([CH3:24])[CH3:25])=[O:21].[O:26]1[CH2:27][CH2:28][CH2:29][CH2:30]1.[OH:1][c:2]1[c:3]([N:8]2[CH2:9][CH2:10][NH:11][CH2:12][CH2:13]2)[cH:4][cH:5][cH:6][cH:7]1>>[OH:1][c:2]1[c:3]([N:8]2[CH2:9][CH2:10][N:11]([C:19]([O:18][C:14]([CH3:15])([CH3:16])[CH3:17])=[O:20])[CH2:12][CH2:13]2)[cH:4][cH:5][cH:6][cH:7]1. Starting materials: O=C([O-])[O-], CC1CCN(CCN)CC1, O=[N+]([O-])c1ccc(F)c(Cl)c1, [K+], [K+], CN(C)C=O, O. Product: CC1CCN(CCNc2ccc([N+](=O)[O-])cc2Cl)CC1. RXN SMILES: [C:11](=[O:12])([O-:13])[O-:14].[CH3:1][CH:2]1[CH2:3][CH2:4][N:5]([CH2:8][CH2:9][NH2:10])[CH2:6][CH2:7]1.[Cl:17][c:18]1[cH:19][c:20]([N+:25](=[O:26])[O-:27])[cH:21][cH:22][c:23]1[F:24].[K+:15].[K+:16].[O:29]=[CH:30][N:31]([CH3:32])[CH3:33].[OH2:28]>>[CH3:1][CH:2]1[CH2:3][CH2:4][N:5]([CH2:8][CH2:9][NH:10][c:23]2[c:18]([Cl:17])[cH:19][c:20]([N+:25](=[O:26])[O-:27])[cH:21][cH:22]2)[CH2:6][CH2:7]1. The reactants are CCOC(=O)Nc1c([N+](=O)[O-])cc(Br)cc1C(F)(F)F, COc1ccc(CO)c(OC)c1, CCOC(=O)N=NC(=O)OCC, C1CCOC1, c1ccc(P(c2ccccc2)c2ccccc2)cc1. Yields the product CCOC(=O)N(Cc1ccc(OC)cc1OC)c1c([N+](=O)[O-])cc(Br)cc1C(F)(F)F. As a reaction SMILES: [Br:1][c:2]1[cH:3][c:4]([N+:18](=[O:19])[O-:20])[c:5]([NH:12][C:13]([O:14][CH2:15][CH3:16])=[O:17])[c:6]([C:8]([F:9])([F:10])[F:11])[cH:7]1.[CH3:21][O:22][c:23]1[c:24]([CH2:25][OH:26])[cH:27][cH:28][c:29]([O:31][CH3:32])[cH:30]1.[O:52]=[C:53]([O:54][CH2:55][CH3:56])[N:57]=[N:58][C:59]([O:60][CH2:61][CH3:62])=[O:63].[O:64]1[CH2:65][CH2:66][CH2:67][CH2:68]1.[c:33]1([P:34]([c:35]2[cH:36][cH:37][cH:38][cH:39][cH:40]2)[c:41]2[cH:42][cH:43][cH:44][cH:45][cH:46]2)[cH:47][cH:48][cH:49][cH:50][cH:51]1>>[Br:1][c:2]1[cH:3][c:4]([N+:18](=[O:19])[O-:20])[c:5]([N:12]([C:13]([O:14][CH2:15][CH3:16])=[O:17])[CH2:25][c:24]2[c:23]([O:22][CH3:21])[cH:30][c:29]([O:31][CH3:32])[cH:28][cH:27]2)[c:6]([C:8]([F:9])([F:10])[F:11])[cH:7]1. The reactants are C1(=CC=C(C=C1)S(=O)(=O)Cl)C (p-toluenesulfonyl chloride), N1=CC=CC=C1 (pyridine), C(C)(C)(C)OC(=O)NCCCO (3-tert-butoxycarbonylamino-1-propanol), N1=CC=CC=C1 (pyridine). The solvent is O (water). Run at time 8 hour. The product is S(=O)(=O)(C1=CC=C(C)C=C1)OCCCNC(=O)OC(C)(C)C (O-tosyl-3-tert-butoxycarbonylamino-1-propanol). Yield: 55.0%. As a reaction SMILES: N1C=CC=CC=1.[C:7]([O:11][C:12]([NH:14][CH2:15][CH2:16][CH2:17][OH:18])=[O:13])([CH3:10])([CH3:9])[CH3:8].[C:19]1([CH3:29])[CH:24]=[CH:23][C:22]([S:25](Cl)(=[O:27])=[O:26])=[CH:21][CH:20]=1>O>[S:25]([O:18][CH2:17][CH2:16][CH2:15][NH:14][C:12]([O:11][C:7]([CH3:10])([CH3:9])[CH3:8])=[O:13])([C:22]1[CH:23]=[CH:24][C:19]([CH3:29])=[CH:20][CH:21]=1)(=[O:27])=[O:26]. Procedure: Into 50 ml of pyridine, was dissolved 2.95 g (16.9 mmoles) of 3-tert-butoxycarbonylamino-1-propanol. To this solution, while being cooled in ice under an argon atmosphere, was added dropwise over a period of 40 minutes a pyridine solution containing 3.36 g (17.7 mmoles) of p-toluenesulfonyl chloride. The mixture was left standing overnight at 7° C., admixed with a small quantity of water, and evaporated to dryness. The residue was dissolved in 200 ml of chloroform, washed successively with 5% aq... The reactants are C(C)N1C=C(C(C2=CC(=C(C(=C12)F)F)F)=O)C(=O)O (1-ethyl-6,7,8-trifluoro-1,4-dihydro-4-oxoquinoline-3-carboxylic acid), N1CCOCC1 (morpholine). The solvent is N1=CC=CC=C1 (pyridine). Product: C(C)N1C=C(C(C2=CC(=C(C(=C12)F)N1CCOCC1)F)=O)C(=O)O (1-ethyl-6,8-difluoro-1,4-dihydro-7-(4-morpholinyl)-4-oxoquinoline-3-carboxylic acid). Isolated yield 52.2%. RXN SMILES: [CH2:1]([N:3]1[C:12]2[C:7](=[CH:8][C:9]([F:15])=[C:10](F)[C:11]=2[F:13])[C:6](=[O:16])[C:5]([C:17]([OH:19])=[O:18])=[CH:4]1)[CH3:2].[NH:20]1[CH2:25][CH2:24][O:23][CH2:22][CH2:21]1>N1C=CC=CC=1>[CH2:1]([N:3]1[C:12]2[C:7](=[CH:8][C:9]([F:15])=[C:10]([N:20]3[CH2:25][CH2:24][O:23][CH2:22][CH2:21]3)[C:11]=2[F:13])[C:6](=[O:16])[C:5]([C:17]([OH:19])=[O:18])=[CH:4]1)[CH3:2]. Procedure details: A mixture of 1-ethyl-6,7,8-trifluoro-1,4-dihydro-4-oxoquinoline-3-carboxylic acid (0.43 g), morpholine (1.4 g), and pyridine (3 ml) was refluxed for 6 hours. After the mixture evaporated to dryness, the residue was acidified with aqueous acetic acid and extracted with dichloromethane. The organic layer was washed with water, dried, and evaporated. The solid was recrystallized from a mixture of DMF and ethanol and gave 1-ethyl-6,8-difluoro-1,4-dihydro-7-(4-morpholinyl)-4-oxoquinoline-3-carboxylic... The reactants are CC(C)(C(N)=O)N1CCN(Cc2cc3nc(Cl)nc(N4CCOCC4)c3s2)CC1, CC1(C)OB(c2cnc(N)c3cc(F)ccc23)OC1(C)C. Product: CC(C)(C(N)=O)N1CCN(Cc2cc3nc(-c4cnc(N)c5cc(F)ccc45)nc(N4CCOCC4)c3s2)CC1. Reaction SMILES: [Cl:1][c:2]1[n:3][c:4]([N:24]2[CH2:25][CH2:26][O:27][CH2:28][CH2:29]2)[c:5]2[c:6]([n:7]1)[cH:8][c:9]([CH2:11][N:12]1[CH2:13][CH2:14][N:15]([C:18]([C:19](=[O:20])[NH2:21])([CH3:22])[CH3:23])[CH2:16][CH2:17]1)[s:10]2.[F:30][c:31]1[cH:32][cH:33][c:34]2[c:35]([B:42]3[O:43][C:44]([CH3:45])([CH3:46])[C:47]([CH3:48])([CH3:49])[O:50]3)[cH:36][n:37][c:38]([NH2:41])[c:39]2[cH:40]1>>[c:2]1(-[c:35]2[c:34]3[cH:33][cH:32][c:31]([F:30])[cH:40][c:39]3[c:38]([NH2:41])[n:37][cH:36]2)[n:3][c:4]([N:24]2[CH2:25][CH2:26][O:27][CH2:28][CH2:29]2)[c:5]2[c:6]([n:7]1)[cH:8][c:9]([CH2:11][N:12]1[CH2:13][CH2:14][N:15]([C:18]([C:19](=[O:20])[NH2:21])([CH3:22])[CH3:23])[CH2:16][CH2:17]1)[s:10]2.